Task: describe an organic reaction: reactants, conditions, products, and yield. Dataset: the Open Reaction Database (ORD), a public repository of structured organic reaction records Starting materials: C=CC#N, Cl, Cc1ccc(S(=O)(=O)NN=C(c2ccccc2)c2ccc3c(cnn3-c3ccc(F)cc3)c2)cc1, [Na+], C1COCCO1, [OH-]. The product is N#CC1CC1(c1ccccc1)c1ccc2c(cnn2-c2ccc(F)cc2)c1. Reaction SMILES: [CH2:39]=[CH:40][C:41]#[N:42].[ClH:38].[F:1][c:2]1[cH:3][cH:4][c:5](-[n:8]2[n:9][cH:10][c:11]3[cH:12][c:13]([C:17](=[N:18][NH:19][S:20]([c:21]4[cH:22][cH:23][c:24]([CH3:25])[cH:26][cH:27]4)(=[O:28])=[O:29])[c:30]4[cH:31][cH:32][cH:33][cH:34][cH:35]4)[cH:14][cH:15][c:16]23)[cH:6][cH:7]1.[Na+:37].[O:43]1[CH2:44][CH2:45][O:46][CH2:47][CH2:48]1.[OH-:36]>>[F:1][c:2]1[cH:3][cH:4][c:5](-[n:8]2[n:9][cH:10][c:11]3[cH:12][c:13]([C:17]4([c:30]5[cH:31][cH:32][cH:33][cH:34][cH:35]5)[CH2:39][CH:40]4[C:41]#[N:42])[cH:14][cH:15][c:16]23)[cH:6][cH:7]1. Reactants: CC=1C=C(C=CC1C)NC(C)=O (N-(3,4-dimethylphenyl)acetamide), C1=CC=C2C(=C1)C(=O)C(C2=O)(O)O (ninhydrin), ice. Run in S(O)(O)(=O)=O (sulfuric acid). Conditions: time 1.5 hour. Product: OC1(C(C2=CC=CC=C2C1=O)=O)C1=C(C=C(C(=C1)C)C)NC(C)=O (N-(2-(2-Hydroxy-1,3-dioxo-2,3-dihydro-1H-inden-2-yl)-4,5-dimethylphenyl)acetamide). Isolated yield 44.0%. Reaction SMILES: [CH3:1][C:2]1[CH:3]=[C:4]([NH:9][C:10](=[O:12])[CH3:11])[CH:5]=[CH:6][C:7]=1[CH3:8].[CH:13]1[CH:18]=[C:17]2[C:19]([C:21](O)([OH:24])[C:22](=[O:23])[C:16]2=[CH:15][CH:14]=1)=[O:20]>S(=O)(=O)(O)O>[OH:24][C:21]1([C:5]2[CH:6]=[C:7]([CH3:8])[C:2]([CH3:1])=[CH:3][C:4]=2[NH:9][C:10](=[O:12])[CH3:11])[C:22](=[O:23])[C:16]2[C:17](=[CH:18][CH:13]=[CH:14][CH:15]=2)[C:19]1=[O:20]. Procedure details: N-(3,4-dimethylphenyl)acetamide (915 mg, 5.62 mmol) and ninhydrin (1.00 g, 5.62 mmol) were dissolved in conc. sulfuric acid (20 mL) and stirred at room temperature for 1.5 hrs. The reaction was stopped by slowing pouring the solution to 150 g of ice and stirring. The reaction mixture was extracted with ethylacetate and water, washed with brine. The washed organic layer was dried over sodium sulfate, concentrated in a vacuum, and purified through column chromatography (30% ethylacetate in hexane)...